This data is from the Open Reaction Database (ORD), a public repository of structured organic reaction records. The task is: describe an organic reaction: reactants, conditions, products, and yield The reactants are COC=1C=C2CCC(CC2=CC1)COS(=O)(=O)C1=CC=C(C=C1)C ((RS)-Toluene-4-sulfonic acid 6-methoxy-1,2,3,4-tetrahydro-naphthalen-2-ylmethyl ester), CC(C1=CC=CC=C1)C1(CCNCC1)O (4-(methyl-benzyl)-piperidin-4-ol), C1(=CC(=CC(=C1)C)C)C (mesitylene). Product: COC=1C=C2CCC(CC2=CC1)CN1CCC(CC1)(O)CC1=CC=C(C=C1)C ((RS)-1-(6-methoxy-1,2,3,4-tetrahydro-naphthalen-2-ylmethyl)-4-(4-methyl-benzyl)-piperidin-4-ol). The yield is 67.3%. RXN SMILES: [CH3:1][O:2][C:3]1[CH:4]=[C:5]2[C:10](=[CH:11][CH:12]=1)[CH2:9][CH:8]([CH2:13]OS(C1C=CC(C)=CC=1)(=O)=O)[CH2:7][CH2:6]2.C[CH:26]([C:33]1([OH:39])[CH2:38][CH2:37][NH:36][CH2:35][CH2:34]1)[C:27]1[CH:32]=[CH:31][CH:30]=[CH:29][CH:28]=1.[C:40]1(C)C=C(C)C=C(C)C=1>>[CH3:1][O:2][C:3]1[CH:4]=[C:5]2[C:10](=[CH:11][CH:12]=1)[CH2:9][CH:8]([CH2:13][N:36]1[CH2:35][CH2:34][C:33]([CH2:26][C:27]3[CH:28]=[CH:29][C:30]([CH3:40])=[CH:31][CH:32]=3)([OH:39])[CH2:38][CH2:37]1)[CH2:7][CH2:6]2. Reported procedure: (RS)-Toluene-4-sulfonic acid 6-methoxy-1,2,3,4-tetrahydro-naphthalen-2-ylmethyl ester (1.32 g, 3.81 mmol) and 4-(methyl-benzyl)-piperidin-4-ol (3.13 g, 15.24 mmol) in mesitylene (100 ml) was heated at 140° C. for 20 hr. Following evaporation of the solvent the crude material was partioned between CH2Cl2 (50 ml) and 5% NaHCO3 (30 ml), the aqueous phase was extracted with CH2Cl2 (2×100 ml) washed with satd. NaCl solution (50 ml), dried (Na2SO4), filtered and evaporated. The crude product was choma... Starting materials: BrC1=CC=C(C=C1)C[C@H](CC(=O)N1C[C@@H](CCC1)C1=NC2=C(N1CCCOC)C(=CC=C2)Cl)NC(OC(C)(C)C)=O (tert-butyl (R)-1-(4-bromophenyl)-4-((R)-3-(7-chloro-1-(3-methoxypropyl)-1H-benzo[d]imidazol-2-yl)piperidin-1-yl)-4-oxobutan-2-ylcarbamate), C1(=CC=CC=C1)B(O)O (phenylboronic acid), O1CCOCC1 (Dioxane), C(=O)([O-])[O-].[Na+].[Na+] (Na2CO3). The reagents and catalysts are C1=CC=C(C=C1)P([C-]2C=CC=C2)C3=CC=CC=C3.C1=CC=C(C=C1)P([C-]2C=CC=C2)C3=CC=CC=C3.Cl[Pd]Cl.[Fe+2] (PdCl2(dppf)). The solvent is O (water). Reaction conditions: temperature 120 celsius. The product is C1(=CC=C(C=C1)C[C@H](CC(=O)N1C[C@@H](CCC1)C1=NC2=C(N1CCCOC)C(=CC=C2)Cl)NC(OC(C)(C)C)=O)C2=CC=CC=C2 (tert-butyl (R)-1-(biphenyl-4-yl)-4-((R)-3-(7-chloro-1-(3-methoxypropyl)-1H-benzo[d]imidazol-2-yl)piperidin-1-yl)-4-oxobutan-2-ylcarbamate). Reaction SMILES: Br[C:2]1[CH:7]=[CH:6][C:5]([CH2:8][C@@H:9]([NH:34][C:35](=[O:41])[O:36][C:37]([CH3:40])([CH3:39])[CH3:38])[CH2:10][C:11]([N:13]2[CH2:18][CH2:17][CH2:16][C@@H:15]([C:19]3[N:23]([CH2:24][CH2:25][CH2:26][O:27][CH3:28])[C:22]4[C:29]([Cl:33])=[CH:30][CH:31]=[CH:32][C:21]=4[N:20]=3)[CH2:14]2)=[O:12])=[CH:4][CH:3]=1.[C:42]1(B(O)O)[CH:47]=[CH:46][CH:45]=[CH:44][CH:43]=1.O1CCOCC1.C([O-])([O-])=O.[Na+].[Na+]>C1C=CC(P(C2C=CC=CC=2)[C-]2C=CC=C2)=CC=1.C1C=CC(P(C2C=CC=CC=2)[C-]2C=CC=C2)=CC=1.Cl[Pd]Cl.[Fe+2].O>[C:2]1([C:42]2[CH:47]=[CH:46][CH:45]=[CH:44][CH:43]=2)[CH:7]=[CH:6][C:5]([CH2:8][C@@H:9]([NH:34][C:35](=[O:41])[O:36][C:37]([CH3:40])([CH3:39])[CH3:38])[CH2:10][C:11]([N:13]2[CH2:18][CH2:17][CH2:16][C@@H:15]([C:19]3[N:23]([CH2:24][CH2:25][CH2:26][O:27][CH3:28])[C:22]4[C:29]([Cl:33])=[CH:30][CH:31]=[CH:32][C:21]=4[N:20]=3)[CH2:14]2)=[O:12])=[CH:4][CH:3]=1 |f:3.4.5,6.7.8.9|. Reported procedure: tert-Butyl (R)-1-(4-bromophenyl)-4-((R)-3-(7-chloro-1-(3-methoxypropyl)-1H-benzo[d]imidazol-2-yl)piperidin-1-yl)-4-oxobutan-2-ylcarbamate (31A) (0.111 mmol max, crude oil) and phenylboronic acid (0.144 mmol, 0.018 g) were added to a 5 mL microwave vessel equipped with a magnetic stir bar. Dioxane (2 mL) and Na2CO3 (1 mL of a 2 M in aqueous solution) were then added and the reaction vessel was flushed with nitrogen gas. PdCl2(dppf) (0.006 mmol, 0.004 g) was added, the reaction vessel was sealed a...